This data is from the Open Reaction Database (ORD), a public repository of structured organic reaction records. The task is: describe an organic reaction: reactants, conditions, products, and yield Starting materials: CCCCCCCNOCc1ccccc1, O=C1CCC(=O)O1, c1ccncc1. RXN SMILES: [CH2:1]([c:2]1[cH:3][cH:4][cH:5][cH:6][cH:7]1)[O:8][NH:9][CH2:10][CH2:11][CH2:12][CH2:13][CH2:14][CH2:15][CH3:16].[O:17]=[C:18]1[CH2:19][CH2:20][C:21](=[O:22])[O:23]1.[cH:24]1[cH:25][cH:26][n:27][cH:28][cH:29]1>>[CH2:1]([c:2]1[cH:3][cH:4][cH:5][cH:6][cH:7]1)[O:8][N:9]([CH2:10][CH2:11][CH2:12][CH2:13][CH2:14][CH2:15][CH3:16])[C:21]([CH2:20][CH2:19][C:18](=[O:17])[OH:23])=[O:22]. Product: CCCCCCCN(OCc1ccccc1)C(=O)CCC(=O)O. Reactants: C(=O)C1=C(CP(OCC)(OCC)=O)C=CC=C1 (diethyl 2-formylbenzylphosphonate), C(C1=CN=CC=C1)(=O)NN (nicotinic acid hydrazide), C(C)(=O)O (acetic acid). Run in C(C)O (ethanol). Yields the product C(C1=CN=CC=C1)(O)=NN.C(=O)C1=C(CP(OCC)(OCC)=O)C=CC=C1 (Diethyl 2-formylbenzylphosphonate nicotinic acid hydrazone). RXN SMILES: [CH:1]([C:3]1[CH:17]=[CH:16][CH:15]=[CH:14][C:4]=1[CH2:5][P:6](=[O:13])([O:10][CH2:11][CH3:12])[O:7][CH2:8][CH3:9])=[O:2].[C:18]([NH:26][NH2:27])(=[O:25])[C:19]1[CH:24]=[CH:23][CH:22]=[N:21][CH:20]=1.C(O)(=O)C>C(O)C>[C:18](=[N:26][NH2:27])([OH:25])[C:19]1[CH:24]=[CH:23][CH:22]=[N:21][CH:20]=1.[CH:1]([C:3]1[CH:17]=[CH:16][CH:15]=[CH:14][C:4]=1[CH2:5][P:6](=[O:13])([O:10][CH2:11][CH3:12])[O:7][CH2:8][CH3:9])=[O:2] |f:4.5|. Procedure details: 2.0 g (8 mmol) of the compound A and 1.07 g (8 mmol) of nicotinic acid hydrazide were dissolved in 30 ml of absolute ethanol. After adding 1 ml of acetic acid, the mixture was boiled under reflux for 8 h. The solvent was removed by rotary evaporation and the residue was chromatographed on silica gel (eluent CH2Cl2 /EtOH 9.5/0.5; Rf =0.45). The product E was obtained in crystalline form. Yield: 2.2 g (73%); m.p.: 136° to 140° C.; Reactants: C1CCOC1, CCOC(=O)C1(C)CCC2(CC1)OCCO2, CCOC(C)=O, Cl. The product is CCOC(=O)C1(C)CCC(=O)CC1. Reaction SMILES: [CH2:17]1[O:18][CH2:19][CH2:20][CH2:21]1.[CH2:1]([CH3:2])[O:3][C:4](=[O:5])[C:6]1([CH3:16])[CH2:7][CH2:8][C:9]2([O:10][CH2:13][CH2:12][O:11]2)[CH2:14][CH2:15]1.[CH3:23][CH2:24][O:25][C:26]([CH3:27])=[O:28].[ClH:22]>>[CH2:1]([CH3:2])[O:3][C:4](=[O:5])[C:6]1([CH3:16])[CH2:7][CH2:8][C:9](=[O:10])[CH2:14][CH2:15]1. Reactants: IC1=CN=C2N1C=CC(=C2)C=2N=NC=C(N2)C (3-Iodo-7-(5-methyl-[1,2,4]triazin-3-yl)-imidazo[1,2-a]pyridine), CC1(OB(OC1(C)C)C=1C=C(C=CC1)NC(=O)NCC(F)(F)F)C (1-[3-(4,4,5,5-Tetramethyl-[1,3,2]dioxaborolan-2-yl)-phenyl]-3-(2,2,2-trifluoro-ethyl)-urea). Procedure details: 3-Iodo-7-(5-methyl-[1,2,4]triazin-3-yl)-imidazo[1,2-a]pyridine (120 mg, 0.4 mmol, 1 equiv) and 1-[3-(4,4,5,5-Tetramethyl-[1,3,2]dioxaborolan-2-yl)-phenyl]-3-(2,2,2-trifluoro-ethyl)-urea were coupled according to procedure D4 to furnish the title compound as a yellow solid (85 mg). 1H NMR (400 MHz, DMSO-d6): 9.34 (1H, s), 8.99 (1H, s), 8.74 (1H, d), 8.67 (1H, s), 7.98 (1H, d), 7.93 (1H, s), 7.79 (1H, s), 7.55-7.43 (2H, m), 7.31 (1H, d), 6.87 (1H, t), 3.99-3.88 (2H, m), 2.65 (3H, s). MS: [M+H]+428 The product is CC=1N=C(N=NC1)C1=CC=2N(C=C1)C(=CN2)C=2C=C(C=CC2)NC(=O)NCC(F)(F)F (1-{3-[7-(5-Methyl-[1,2,4]triazin-3-yl)-imidazo[1,2-a]pyridin-3-yl]-phenyl}-3-(2,2,2-trifluoro-ethyl)-urea). Reaction SMILES: I[C:2]1[N:6]2[CH:7]=[CH:8][C:9]([C:11]3[N:12]=[N:13][CH:14]=[C:15]([CH3:17])[N:16]=3)=[CH:10][C:5]2=[N:4][CH:3]=1.CC1(C)C(C)(C)OB([C:26]2[CH:27]=[C:28]([NH:32][C:33]([NH:35][CH2:36][C:37]([F:40])([F:39])[F:38])=[O:34])[CH:29]=[CH:30][CH:31]=2)O1>>[CH3:17][C:15]1[N:16]=[C:11]([C:9]2[CH:8]=[CH:7][N:6]3[C:2]([C:30]4[CH:29]=[C:28]([NH:32][C:33]([NH:35][CH2:36][C:37]([F:38])([F:39])[F:40])=[O:34])[CH:27]=[CH:26][CH:31]=4)=[CH:3][N:4]=[C:5]3[CH:10]=2)[N:12]=[N:13][CH:14]=1.